This data is from the Open Reaction Database (ORD), a public repository of structured organic reaction records. The task is: describe an organic reaction: reactants, conditions, products, and yield The reactants are B, C1CCOC1, CSC, CCOC(=O)C1COCC(=O)N1Cc1ccccc1. Product: CCOC(=O)C1COCCN1Cc1ccccc1. RXN SMILES: [BH3:23].[CH2:24]1[O:25][CH2:26][CH2:27][CH2:28]1.[CH3:20][S:21][CH3:22].[O:1]=[C:2]1[N:3]([CH2:13][c:14]2[cH:15][cH:16][cH:17][cH:18][cH:19]2)[CH:4]([C:8](=[O:9])[O:10][CH2:11][CH3:12])[CH2:5][O:6][CH2:7]1>>[CH2:2]1[N:3]([CH2:13][c:14]2[cH:15][cH:16][cH:17][cH:18][cH:19]2)[CH:4]([C:8](=[O:9])[O:10][CH2:11][CH3:12])[CH2:5][O:6][CH2:7]1. Reactants: ClCC(=O)N1C=2C(C(NC3=C1C=CC=C3)=O)=CSC2 (4-chloroacetyl-9,10-dihydro-4H-thieno[3,4-b][1,5]benzodiazepin-10-one), N1CCCC1 (pyrrolidine), C([O-])([O-])=O.[Na+].[Na+] (sodium carbonate). The solvent is C(C)O (ethanol). Yields the product N1(CCCC1)CC(=O)N1C=2C(C(NC3=C1C=CC=C3)=O)=CSC2 (9,10-dihydro-4-(pyrrolidinoacetyl)-4H-thieno[3,4-b][1,5]benzodiazepin-10-one). Isolated yield 65.9%. As a reaction SMILES: Cl[CH2:2][C:3]([N:5]1[C:11]2[CH:12]=[CH:13][CH:14]=[CH:15][C:10]=2[NH:9][C:8](=[O:16])[C:7]2=[CH:17][S:18][CH:19]=[C:6]12)=[O:4].[NH:20]1[CH2:24][CH2:23][CH2:22][CH2:21]1.C(=O)([O-])[O-].[Na+].[Na+]>C(O)C>[N:20]1([CH2:2][C:3]([N:5]2[C:11]3[CH:12]=[CH:13][CH:14]=[CH:15][C:10]=3[NH:9][C:8](=[O:16])[C:7]3=[CH:17][S:18][CH:19]=[C:6]23)=[O:4])[CH2:24][CH2:23][CH2:22][CH2:21]1 |f:2.3.4|. Reported procedure: 1.9 g of 4-chloroacetyl-9,10-dihydro-4H-thieno[3,4-b][1,5]benzodiazepin-10-one, 0.55 g of pyrrolidine, 0.85 g of ground sodium carbonate and 15 ml of absolute ethanol are heated at the boil for 2 hours, and the resulting hot solution is filtered and concentrated in vacuo. The obtained residue is dissolved in methylene chloride; the organic solution is washed at pH 7 with water and then concentrated; 1.4 g of 9,10-dihydro-4-(pyrrolidinoacetyl)-4H-thieno[3,4-b][1,5]benzodiazepin-10-one are thus ob... The reactants are BrC=1C=C(C=2N(C1)N=CC2C=O)O[C@H](C)[C@H]2CN(C(C2)=O)[C@H](C)C2=CC=C(C=C2)OC (6-bromo-4-((R)-1-((R)-1-((R)-1-(4-methoxyphenyl)ethyl)-5-oxopyrrolidin-3-yl)ethoxy)pyrazolo[1,5-a]pyridine-3-carbaldehyde), Cl.NO (hydroxylamine hydrochloride), C([O-])(O)=O.[Na+] (sodium bicarbonate). The solvent is C(C)O (ethanol). Conditions: time 3 hour. Product: BrC=1C=C(C=2N(C1)N=CC2/C=N/O)O[C@H](C)[C@H]2CN(C(C2)=O)[C@H](C)C2=CC=C(C=C2)OC ((E)-6-bromo-4-((R)-1-((R)-1-((R)-1-(4-methoxyphenyl)ethyl)-5-oxopyrrolidin-3-yl)ethoxy)pyrazolo[1,5-a]pyridine-3-carbaldehyde oxime). Reaction SMILES: [Br:1][C:2]1[CH:3]=[C:4]([O:13][C@@H:14]([C@@H:16]2[CH2:20][C:19](=[O:21])[N:18]([C@@H:22]([C:24]3[CH:29]=[CH:28][C:27]([O:30][CH3:31])=[CH:26][CH:25]=3)[CH3:23])[CH2:17]2)[CH3:15])[C:5]2[N:6]([N:8]=[CH:9][C:10]=2[CH:11]=O)[CH:7]=1.Cl.[NH2:33][OH:34].C(=O)(O)[O-].[Na+]>C(O)C>[Br:1][C:2]1[CH:3]=[C:4]([O:13][C@@H:14]([C@@H:16]2[CH2:20][C:19](=[O:21])[N:18]([C@@H:22]([C:24]3[CH:29]=[CH:28][C:27]([O:30][CH3:31])=[CH:26][CH:25]=3)[CH3:23])[CH2:17]2)[CH3:15])[C:5]2[N:6]([N:8]=[CH:9][C:10]=2/[CH:11]=[N:33]/[OH:34])[CH:7]=1 |f:1.2,3.4|. Procedure details: A 100 mL round bottom flask was charged with 6-bromo-4-((R)-1-((R)-1-((R)-1-(4-methoxyphenyl)ethyl)-5-oxopyrrolidin-3-yl)ethoxy)pyrazolo[1,5-a]pyridine-3-carbaldehyde (466 mg, 0.958 mmol), hydroxylamine hydrochloride (79.9 mg, 1.15 mmol), sodium bicarbonate (96.6 mg, 1.15 mmol) and ethanol (8.0 mL). The mixture was stirred at room temperature for 3 h. The reaction was concentrated under reduced pressure to afford (E)-6-bromo-4-((R)-1-((R)-1-((R)-1-(4-methoxyphenyl)ethyl)-5-oxopyrrolidin-3-yl)eth...